Dataset: the Open Reaction Database (ORD), a public repository of structured organic reaction records. Task: describe an organic reaction: reactants, conditions, products, and yield Reactants: C(C1=CC=CC=C1)OC1=C(C=CC(=C1)C(F)(F)F)[N+](=O)[O-] (2-benzyloxy-1-nitro-4-trifluoromethylbenzene), O (water). Reagents/catalysts: [Fe] (iron). Solvent: CC(=O)O.CCO (HOAc EtOH). The product is C(C1=CC=CC=C1)OC1=C(C=CC(=C1)C(F)(F)F)N (2-Benzyloxy-4-trifluoromethylphenylamine). Reaction SMILES: [CH2:1]([O:8][C:9]1[CH:14]=[C:13]([C:15]([F:18])([F:17])[F:16])[CH:12]=[CH:11][C:10]=1[N+:19]([O-])=O)[C:2]1[CH:7]=[CH:6][CH:5]=[CH:4][CH:3]=1.O>CC(O)=O.CCO.[Fe]>[CH2:1]([O:8][C:9]1[CH:14]=[C:13]([C:15]([F:16])([F:17])[F:18])[CH:12]=[CH:11][C:10]=1[NH2:19])[C:2]1[CH:3]=[CH:4][CH:5]=[CH:6][CH:7]=1 |f:2.3|. Procedure: To a solution of 2-benzyloxy-1-nitro-4-trifluoromethylbenzene (1.0 g. 3.4 mmol) in 16 mL HOAc/EtOH (1:3) is added iron powder and the mixture is refluxed for 2 h. The mixture is cooled to RT and water is added and it is extracted with EtOAc. The organic phase is dried over sodium sulfate and the solvent removed under reduced pressure to give the title compound as a reddish oil. Reactants: C(CCC)[Li] (butyl lithium), N1=CC=C(C=C1)C (4-picoline), COC1=CC=C(C2=C1N=C(N2)COC)C(=O)OC (methyl 7-methoxy-2-methoxymethyl-3H-benzimidazole-4-carboxylate), C(C)(C)NC(C)C (diisopropylamine). Run in CCCCCC (hexane), O1CCCC1 (tetrahydrofuran), O1CCCC1 (tetrahydrofuran), O1CCCC1 (tetrahydrofuran). Yield: 25.1%. Product: COC1=CC=C(C2=C1N=C(N2)COC)C(CC2=CC=NC=C2)=O (1-(7-methoxy-2-methoxymethyl-3H-benzimidazol-4-yl)-2-(4-pyridyl)ethanone). As a reaction SMILES: C(NC(C)C)(C)C.C([Li])CCC.[N:13]1[CH:18]=[CH:17][C:16]([CH3:19])=[CH:15][CH:14]=1.[CH3:20][O:21][C:22]1[C:27]2[N:28]=[C:29]([CH2:31][O:32][CH3:33])[NH:30][C:26]=2[C:25]([C:34](OC)=[O:35])=[CH:24][CH:23]=1>O1CCCC1.CCCCCC>[CH3:20][O:21][C:22]1[C:27]2[N:28]=[C:29]([CH2:31][O:32][CH3:33])[NH:30][C:26]=2[C:25]([C:34](=[O:35])[CH2:19][C:16]2[CH:17]=[CH:18][N:13]=[CH:14][CH:15]=2)=[CH:24][CH:23]=1. Conditions: temperature -78 celsius. Procedure: A solution of diisopropylamine (1.51 g) in tetrahydrofuran (15 ml), under nitrogen, cooled to −10° C. was treated with butyl lithium in hexane (6 ml, 2.5M). The solution was cooled to −78° C. then treated dropwise with a solution of 4-picoline (1.40 g) in tetrahydrofuran (10 ml) followed by a solution of methyl 7-methoxy-2-methoxymethyl-3H-benzimidazole-4-carboxylate [1,25 g, Reference Example 3(a)] in tetrahydrofuran (15 ml). The brown solution was allowed to warm to room temperature and the re... The reactants are [Si](C)(C)(C(C)(C)C)OC[C@@H]1[C@H](C[C@@H](O1)N1C(=O)NC(=O)C(=C1)F)O (5'-O-(tert-Butyldimethylsilyl)-2'-deoxy-5-fluorouridine), C1(CCC(=O)O1)=O (succinic anhydride), nucleoside. Reagents/catalysts: CN(C1=CC=NC=C1)C (4-dimethylaminopyridine), CN(C1=CC=NC=C1)C (4-dimethylaminopyridine). Solvent: ClCCl (dichloromethane), N1=CC=CC=C1 (pyridine). Run at time 2.5 hour. The product is [Si](C)(C)(C(C)(C)C)OC[C@@H]1[C@H](C[C@@H](O1)N1C(=O)NC(=O)C(=C1)F)OC(CCC(=O)O)=O (5'-O-(tert-Butyldimethylsilyl)-3'-O-(3-Carboxypropionyl)-2'-deoxy-5-fluorouridine). The yield is 100.8%. Reaction SMILES: [Si:1]([O:8][CH2:9][C@H:10]1[O:14][C@@H:13]([N:15]2[CH:22]=[C:21]([F:23])[C:19](=[O:20])[NH:18][C:16]2=[O:17])[CH2:12][C@@H:11]1[OH:24])([C:4]([CH3:7])([CH3:6])[CH3:5])([CH3:3])[CH3:2].[C:25]1(=[O:31])[O:30][C:28](=[O:29])[CH2:27][CH2:26]1>N1C=CC=CC=1.CN(C)C1C=CN=CC=1.ClCCl>[Si:1]([O:8][CH2:9][C@H:10]1[O:14][C@@H:13]([N:15]2[CH:22]=[C:21]([F:23])[C:19](=[O:20])[NH:18][C:16]2=[O:17])[CH2:12][C@@H:11]1[O:24][C:25](=[O:31])[CH2:26][CH2:27][C:28]([OH:30])=[O:29])([C:4]([CH3:7])([CH3:5])[CH3:6])([CH3:2])[CH3:3]. Procedure details: 4.0 g (11.0 mmol) of 5'-O-(tert-Butyldimethylsilyl)-2'-deoxy-5-fluorouridine was dried by twice dissolving the nucleoside in 25 ml of anhydrous pyridine in a round bottom flask and evaporating the pyridine on a rotary evaporator. To the thus dried protected nucleoside re-dissolved in 20 ml pyridine was added 0.54 g (4.4 mmol) of 4-dimethylaminopyridine all at once and 0.84 g (8.4 mmol) succinic anhydride (Aldrich Chemical Company, Milwaukee, Wis. 53233) in three portions over 90 min. After stirr...